This data is from the Open Reaction Database (ORD), a public repository of structured organic reaction records. The task is: describe an organic reaction: reactants, conditions, products, and yield Reactants: ICC(=O)N (iodoacetamide), powder, [OH-].[K+] (KOH), FC(C(O)(C=1C=C2C=NN(C2=CC1)C=1C=NC=CC1)C1=CNC2=CC=CC=C12)(F)F (2,2,2-trifluoro-1-(1H-indol-3-yl)-1-(1-pyridin-3-yl-1H-indazol-5-yl)ethanol). The solvent is CN(C)C=O (DMF). Product: FC(C(C=1C=C2C=NN(C2=CC1)C=1C=NC=CC1)(O)C1=CN(C2=CC=CC=C12)CC(=O)N)(F)F (2-{3-[2,2,2-Trifluoro-1-hydroxy-1-(1-pyridin-3-yl-1H-indazol-5-yl)ethyl]indol-1-yl}acetamide). Yield: 39.1%. RXN SMILES: [F:1][C:2]([F:30])([F:29])[C:3]([C:20]1[C:28]2[C:23](=[CH:24][CH:25]=[CH:26][CH:27]=2)[NH:22][CH:21]=1)([C:5]1[CH:6]=[C:7]2[C:11](=[CH:12][CH:13]=1)[N:10]([C:14]1[CH:15]=[N:16][CH:17]=[CH:18][CH:19]=1)[N:9]=[CH:8]2)[OH:4].[OH-].[K+].I[CH2:34][C:35]([NH2:37])=[O:36]>CN(C=O)C>[F:30][C:2]([F:1])([F:29])[C:3]([C:20]1[C:28]2[C:23](=[CH:24][CH:25]=[CH:26][CH:27]=2)[N:22]([CH2:34][C:35]([NH2:37])=[O:36])[CH:21]=1)([OH:4])[C:5]1[CH:6]=[C:7]2[C:11](=[CH:12][CH:13]=1)[N:10]([C:14]1[CH:15]=[N:16][CH:17]=[CH:18][CH:19]=1)[N:9]=[CH:8]2 |f:1.2|. Reported procedure: To a chilled (0° C.) solution of 45 mg (0.11 mmol) of 2,2,2-trifluoro-1-(1H-indol-3-yl)-1-(1-pyridin-3-yl-1H-indazol-5-yl)ethanol in 5 mL of DMF was added 13 mg (0.17 mmol) of powder KOH followed by 31 mg (0.17 mmol) of iodoacetamide. The mixture was stirred over night at room temperature, poured onto ice water and extracted with three 20 mL portions of ethyl acetate. The combined organic layers were dried over sodium sulfate, adsorbed on to silica gel and purified by Combiflash chromatography u... The reactants are C(CC(O)(C(=O)O)CC(=O)O)(=O)O (citric acid), N1=C(C=C(C=C1C)C)C (2,4,6-collidine), P(=O)(OC1=CC=CC=C1)(OC1=CC=CC=C1)Cl (diphenyl chlorophosphate), O1C2=C(C=C1)C=C(C=C2)CCC(=O)C2=C(C=C(C=C2OCC=C)C)O[C@H]2[C@H](O)[C@@H](O)[C@H](O)[C@H](O2)CO (3-(5-Benzo[b]furanyl)-2'-(β-D-glucopyranosyloxy)-6'-allyloxy-4'-methylpropiophenone). Solvent: O1CCCC1 (tetrahydrofuran). Conditions: time 22 hour. Yields the product O1C2=C(C=C1)C=C(C=C2)CCC(=O)C2=C(C=C(C=C2OCC=C)C)O[C@H]2[C@H](O)[C@@H](O)[C@H](O)[C@H](O2)COP(=O)(OC2=CC=CC=C2)OC2=CC=CC=C2 (3-(5-benzo[b]furanyl)-2'-(6-O-diphenylphosphono-β-D-glucopyranosyloxy)-6'-allyloxy-4'-methylpropiophenone). The yield is 74.4%. RXN SMILES: [O:1]1[CH:5]=[CH:4][C:3]2[CH:6]=[C:7]([CH2:10][CH2:11][C:12]([C:14]3[C:19]([O:20][CH2:21][CH:22]=[CH2:23])=[CH:18][C:17]([CH3:24])=[CH:16][C:15]=3[O:25][C@@H:26]3[O:34][C@H:33]([CH2:35][OH:36])[C@@H:31]([OH:32])[C@H:29]([OH:30])[C@H:27]3[OH:28])=[O:13])[CH:8]=[CH:9][C:2]1=2.N1C(C)=CC(C)=CC=1C.[P:46](Cl)([O:55][C:56]1[CH:61]=[CH:60][CH:59]=[CH:58][CH:57]=1)([O:48][C:49]1[CH:54]=[CH:53][CH:52]=[CH:51][CH:50]=1)=[O:47].C(O)(=O)CC(CC(O)=O)(C(O)=O)O>O1CCCC1>[O:1]1[CH:5]=[CH:4][C:3]2[CH:6]=[C:7]([CH2:10][CH2:11][C:12]([C:14]3[C:19]([O:20][CH2:21][CH:22]=[CH2:23])=[CH:18][C:17]([CH3:24])=[CH:16][C:15]=3[O:25][C@@H:26]3[O:34][C@H:33]([CH2:35][O:36][P:46]([O:48][C:49]4[CH:50]=[CH:51][CH:52]=[CH:53][CH:54]=4)([O:55][C:56]4[CH:57]=[CH:58][CH:59]=[CH:60][CH:61]=4)=[O:47])[C@@H:31]([OH:32])[C@H:29]([OH:30])[C@H:27]3[OH:28])=[O:13])[CH:8]=[CH:9][C:2]1=2. Procedure details: 3-(5-Benzo[b]furanyl)-2'-(β-D-glucopyranosyloxy)-6'-allyloxy-4'-methylpropiophenone (300 mg) obtained in Example 2 is dissolved in tetrahydrofuran (3 ml), and thereto are added 2,4,6-collidine (315 mg) and diphenyl chlorophosphate (486 mg) under ice-cooling. The mixture is stirred at room temperature for 22 hours under argon atmosphere. The reaction mixture is poured into chilled 10% aqueous citric acid solution, and extracted with ethyl acetate. The organic layer is washed successively with wat... Reactants: N#CC1(c2cccc(C(=O)O)c2)CC1, CN(C)C=O, CN1CCCC1=O, O=C(Cl)C(=O)Cl, Nc1cc(Oc2ccc3nc(NC(=O)C4CC4)cn3n2)c(Cl)cc1F, C1CCOC1. Yields the product N#CC1(c2cccc(C(=O)Nc3cc(Oc4ccc5nc(NC(=O)C6CC6)cn5n4)c(Cl)cc3F)c2)CC1. Reaction SMILES: [C:1](#[N:2])[C:3]1([c:6]2[cH:7][c:8]([C:9](=[O:10])[OH:11])[cH:12][cH:13][cH:14]2)[CH2:4][CH2:5]1.[CH3:21][N:22]([CH3:23])[CH:24]=[O:25].[CH3:51][N:52]1[CH2:53][CH2:54][CH2:55][C:56]1=[O:57].[Cl:15][C:16]([C:17]([Cl:18])=[O:19])=[O:20].[NH2:26][c:27]1[c:28]([F:50])[cH:29][c:30]([Cl:49])[c:31]([O:32][c:33]2[cH:34][cH:35][c:36]3[n:37]([n:38]2)[cH:39][c:40]([NH:42][C:43](=[O:44])[CH:45]2[CH2:46][CH2:47]2)[n:41]3)[cH:48]1.[O:58]1[CH2:59][CH2:60][CH2:61][CH2:62]1>>[C:1](#[N:2])[C:3]1([c:6]2[cH:7][c:8]([C:9](=[O:11])[NH:26][c:27]3[c:28]([F:50])[cH:29][c:30]([Cl:49])[c:31]([O:32][c:33]4[cH:34][cH:35][c:36]5[n:37]([n:38]4)[cH:39][c:40]([NH:42][C:43](=[O:44])[CH:45]4[CH2:46][CH2:47]4)[n:41]5)[cH:48]3)[cH:12][cH:13][cH:14]2)[CH2:4][CH2:5]1. The reactants are C(C1=CC=CC=C1)C=1C(=NC=C(C1)N(C)C(=O)OC(C)(C)C)OC (3-benzyl-5-(N-methyl-tert-butoxycarbonylamino)-2-methoxypyridine), Cl.C(C)(=O)OCC (hydrochloric acid ethyl acetate). Solvent: C(C)(=O)OCC (ethyl acetate). The product is C(C1=CC=CC=C1)C=1C(=NC=C(C1)NC)OC (3-Benzyl-5-(N-methylamino)-2-methoxypyridine). Isolated yield 42.2%. Reaction SMILES: [CH2:1]([C:8]1[C:9]([O:23][CH3:24])=[N:10][CH:11]=[C:12]([N:14](C(OC(C)(C)C)=O)[CH3:15])[CH:13]=1)[C:2]1[CH:7]=[CH:6][CH:5]=[CH:4][CH:3]=1.Cl.C(OCC)(=O)C>C(OCC)(=O)C>[CH2:1]([C:8]1[C:9]([O:23][CH3:24])=[N:10][CH:11]=[C:12]([NH:14][CH3:15])[CH:13]=1)[C:2]1[CH:3]=[CH:4][CH:5]=[CH:6][CH:7]=1 |f:1.2|. Procedure details: 920 mg of 3-benzyl-5-(N-methyl-tert-butoxycarbonylamino)-2-methoxypyridine was dissolved in 5 ml of ethyl acetate, followed by adding 10 ml of 4N hydrochloric acid/ethyl acetate thereto. The resulting solid (640 mg) was collected by filtration. To the solid (230 mg) were added 10 ml of ethyl acetate, 150 mg of benzoyl chloride and 0.5 ml of pyridine in an ice bath, followed by stirring. After adding water thereto, the mixture was extracted with ethyl acetate. The extract was washed with 1N hydro... The reactants are FC1=C(C(=O)O)C=C(C(=C1O)F)F (2,4,5-Trifluoro-3-hydroxybenzoic acid), C(C)(C)I (isopropyl iodide), O (water), [OH-].[Na+] (sodium hydroxide). Solvent: C(C)O (ethanol). Product: FC1=C(C(=O)O)C=C(C(=C1OC(C)C)F)F (2,4,5-trifluoro-3-isopropyloxybenzoic acid). As a reaction SMILES: [F:1][C:2]1[C:10]([OH:11])=[C:9]([F:12])[C:8]([F:13])=[CH:7][C:3]=1[C:4]([OH:6])=[O:5].[CH:14](I)([CH3:16])[CH3:15].O.[OH-].[Na+]>C(O)C>[F:1][C:2]1[C:10]([O:11][CH:14]([CH3:16])[CH3:15])=[C:9]([F:12])[C:8]([F:13])=[CH:7][C:3]=1[C:4]([OH:6])=[O:5] |f:3.4|. Procedure details: 2,4,5-Trifluoro-3-hydroxybenzoic acid (4.0 g) was added together with isopropyl iodide (4.7 g) to a mixed liquid of distilled water (10 ml) and ethanol (20 ml), in which sodium hydroxide (1.83 g) had been dissolved. The mixture was stirred and heated under reflux for 23 hours. The reaction mixture was concentrated under reduced pressure. The resultant residue was acidified with concentrated hydrochloric acid, and water (25 ml) was added to conduct extraction twice with chloroform (25 ml). A coll... Starting materials: CC(C)(C)[O-].[K+] (Potassium tert-butylate), C(C)(C)(C)C1CCC(CC1)=O (4-tert-butylcyclohexanone), [NH4+].[Cl-] (NH4Cl). Reagents/catalysts: [Br-].C[P+](C1=CC=CC=C1)(C1=CC=CC=C1)C1=CC=CC=C1 (Methyltriphenylphosphonium bromide). Run in C(C)OCC (diethyl ether), C(C)OCC (diethyl ether). Run at time 30 minute. Product: C(C)(C)(C)C1CCC(CC1)=C (1-tert-butyl-4-methylenecyclohexane). Reaction SMILES: [CH3:1]C([O-])(C)C.[K+].[C:7]([CH:11]1[CH2:16][CH2:15][C:14](=O)[CH2:13][CH2:12]1)([CH3:10])([CH3:9])[CH3:8].[NH4+].[Cl-]>[Br-].C[P+](C1C=CC=CC=1)(C1C=CC=CC=1)C1C=CC=CC=1.C(OCC)C>[C:7]([CH:11]1[CH2:16][CH2:15][C:14](=[CH2:1])[CH2:13][CH2:12]1)([CH3:10])([CH3:9])[CH3:8] |f:0.1,3.4,5.6|. Reported procedure: Methyltriphenylphosphonium bromide (17.4 g, 48.6 mmol) was placed in abs. diethyl ether (106 ml) under a nitrogen atmosphere. Potassium tert-butylate (5.0 g, 45.4 mmol) was slowly added at 0° C. After 30 min, 4-tert-butylcyclohexanone (5.0 g, 32.4 mmol) as a solution in diethyl ether (10 ml) was slowly added dropwise, again at 0° C. The reaction mixture was stirred overnight at RT. For working up, the reaction mixture was cooled in an ice bath and mixed with sat. aq. NH4Cl solution. The phases w... Starting materials: C(C)(C)C=1C=C(C=C(O)C1)O (5-Isopropyl resorcinol), C(C1=CC=CC=C1)N1CCC(CC1)=O (N-benzyl-4-piperidone), Cl (HCl). Run in C(C)(=O)O (acetic acid). The product is Cl.C(C1=CC=CC=C1)N1CCC(=CC1)C1=C(O)C=C(C=C1O)C(C)C (2-(N-Benzyl-1,2,3,6-tetrahydro-4-pyridyl)-5-isopropyl resorcinol hydrochloride). RXN SMILES: [CH:1]([C:4]1[CH:5]=[C:6]([OH:11])[CH:7]=[C:8]([CH:10]=1)[OH:9])([CH3:3])[CH3:2].[CH2:12]([N:19]1[CH2:24][CH2:23][C:22](=O)[CH2:21][CH2:20]1)[C:13]1[CH:18]=[CH:17][CH:16]=[CH:15][CH:14]=1.[ClH:26]>C(O)(=O)C>[ClH:26].[CH2:12]([N:19]1[CH2:20][CH:21]=[C:22]([C:7]2[C:8]([OH:9])=[CH:10][C:4]([CH:1]([CH3:3])[CH3:2])=[CH:5][C:6]=2[OH:11])[CH2:23][CH2:24]1)[C:13]1[CH:18]=[CH:17][CH:16]=[CH:15][CH:14]=1 |f:4.5|. Procedure details: 5-Isopropyl resorcinol (20.2 g), N-benzyl-4-piperidone (24.6 g) and 45 ml acetic acid was treated with HCl gas as described in Example VI to give 39.15 g product, m.p. 286°-288°.